Dataset: the Open Reaction Database (ORD), a public repository of structured organic reaction records. Task: describe an organic reaction: reactants, conditions, products, and yield Starting materials: CCOC(=O)C(C(=O)OCC)=C(C)C, COc1ccc(C[Mg+])cc1, CCOCC, [Cl-], Cl. Yields the product CCOC(=O)C(C(=O)OCC)C(C)(C)Cc1ccc(OC)cc1. RXN SMILES: [CH2:1]([CH3:2])[O:3][C:4]([C:5]([C:6](=[O:7])[O:8][CH2:9][CH3:10])=[C:11]([CH3:12])[CH3:13])=[O:14].[CH3:16][O:17][c:18]1[cH:19][cH:20][c:21]([CH2:22][Mg+:23])[cH:24][cH:25]1.[CH3:27][CH2:28][O:29][CH2:30][CH3:31].[Cl-:15].[ClH:26]>>[CH2:1]([CH3:2])[O:3][C:4]([CH:5]([C:6](=[O:7])[O:8][CH2:9][CH3:10])[C:11]([CH3:12])([CH3:13])[CH2:22][c:21]1[cH:20][cH:19][c:18]([O:17][CH3:16])[cH:25][cH:24]1)=[O:14]. Starting materials: COC(=O)C=Cc1ccc(F)cc1S(=O)(=O)N1CCOCC1, CO. Product: COC(=O)CCc1ccc(F)cc1S(=O)(=O)N1CCOCC1. RXN SMILES: [CH3:1][O:2][C:3]([CH:4]=[CH:5][c:6]1[c:7]([S:13](=[O:14])(=[O:15])[N:16]2[CH2:17][CH2:18][O:19][CH2:20][CH2:21]2)[cH:8][c:9]([F:12])[cH:10][cH:11]1)=[O:22].[CH3:23][OH:24]>>[CH3:1][O:2][C:3]([CH2:4][CH2:5][c:6]1[c:7]([S:13](=[O:14])(=[O:15])[N:16]2[CH2:17][CH2:18][O:19][CH2:20][CH2:21]2)[cH:8][c:9]([F:12])[cH:10][cH:11]1)=[O:22].